From a dataset of the Open Reaction Database (ORD), a public repository of structured organic reaction records. describe an organic reaction: reactants, conditions, products, and yield Starting materials: COC(=O)COCC#CCN1C(=O)CCCC1C=CC(=O)Cc1ccccc1, Cc1ccccc1. Product: COC(=O)COCC#CCN1C(=O)CCCC1CCC(=O)Cc1ccccc1. RXN SMILES: [CH3:1][O:2][C:3]([CH2:4][O:5][CH2:6][C:7]#[C:8][CH2:9][N:10]1[C:11](=[O:27])[CH2:12][CH2:13][CH2:14][CH:15]1[CH:16]=[CH:17][C:18]([CH2:19][c:20]1[cH:21][cH:22][cH:23][cH:24][cH:25]1)=[O:26])=[O:28].[CH3:29][c:30]1[cH:31][cH:32][cH:33][cH:34][cH:35]1>>[CH3:1][O:2][C:3]([CH2:4][O:5][CH2:6][C:7]#[C:8][CH2:9][N:10]1[C:11](=[O:27])[CH2:12][CH2:13][CH2:14][CH:15]1[CH2:16][CH2:17][C:18]([CH2:19][c:20]1[cH:21][cH:22][cH:23][cH:24][cH:25]1)=[O:26])=[O:28]. Reactants: Cl (hydrochloric acid), ice, ClC1=C(C=O)C=CC(=C1Cl)OC (2,3-dichloro-4-methoxybenzaldehyde), C(CC(=O)O)(=O)O (malonic acid), N1CCCCC1 (piperidine). Run in N1=CC=CC=C1 (pyridine). Run at time 4 hour. Product: ClC1=C(C=CC(=O)O)C=CC(=C1Cl)OC (2,3-Dichloro-4-methoxycinnamic acid). As a reaction SMILES: [Cl:1][C:2]1[C:9]([Cl:10])=[C:8]([O:11][CH3:12])[CH:7]=[CH:6][C:3]=1[CH:4]=O.C(O)(=O)[CH2:14][C:15]([OH:17])=[O:16].N1CCCCC1.Cl>N1C=CC=CC=1>[Cl:1][C:2]1[C:9]([Cl:10])=[C:8]([O:11][CH3:12])[CH:7]=[CH:6][C:3]=1[CH:4]=[CH:14][C:15]([OH:17])=[O:16]. Procedure: A mixture of 2,3-dichloro-4-methoxybenzaldehyde (158 gm., 0.77 mole), malonic acid (146 gm., 1.4 mole), pyridine (450 ml.) and piperidine (15 ml.) is heated and stirred on a steam bath for 23/4 hours. The hot reaction mixture is poured, with stirring into a mixture of concentrated hydrochloric acid (770 ml.) and crushed ice (3.1 kg.). Starting materials: CC(C)C[Al+]CC(C)C, CCOC(=O)C=Cc1ccc(C=Cc2nc(-c3ccc4ccccc4c3)oc2C)cc1, Cc1ccccc1, CO, ClCCl, [H-], O. Product: Cc1oc(-c2ccc3ccccc3c2)nc1C=Cc1ccc(C=CCO)cc1. As a reaction SMILES: [CH2:9]([Al+:10][CH2:11][CH:12]([CH3:13])[CH3:14])[CH:15]([CH3:16])[CH3:17].[CH3:18][c:19]1[c:20]([CH:34]=[CH:35][c:36]2[cH:37][cH:38][c:39]([CH:40]=[CH:41][C:42](=[O:43])[O:44][CH2:45][CH3:46])[cH:47][cH:48]2)[n:21][c:22](-[c:24]2[cH:25][c:26]3[cH:27][cH:28][cH:29][cH:30][c:31]3[cH:32][cH:33]2)[o:23]1.[CH3:1][c:2]1[cH:3][cH:4][cH:5][cH:6][cH:7]1.[CH3:49][OH:50].[Cl:51][CH2:52][Cl:53].[H-:8].[OH2:54]>>[CH3:18][c:19]1[c:20]([CH:34]=[CH:35][c:36]2[cH:37][cH:38][c:39]([CH:40]=[CH:41][CH2:42][OH:43])[cH:47][cH:48]2)[n:21][c:22](-[c:24]2[cH:25][c:26]3[cH:27][cH:28][cH:29][cH:30][c:31]3[cH:32][cH:33]2)[o:23]1. Reactants: NC1=NC(=C(C(=N1)N)N)OCC1=CC=CC=C1 (2,4,5-Triamino-6-benzyloxypyrimidine), C(=O)(N1C=NC=C1)N1C=NC=C1 (1,1'-carbonyldiimidazole), O (water). Run in CN(C=O)C (N,N-dimethylformamide). Conditions: time 8 hour. Yields the product C1=CC=C(C=C1)COC2=NC(=NC3=C2NC(=O)N3)N (O6 -Benzyl-8-oxoguanine). RXN SMILES: [NH2:1][C:2]1[N:7]=[C:6]([NH2:8])[C:5]([NH2:9])=[C:4]([O:10][CH2:11][C:12]2[CH:17]=[CH:16][CH:15]=[CH:14][CH:13]=2)[N:3]=1.[C:18](N1C=CN=C1)(N1C=CN=C1)=[O:19].O>CN(C)C=O>[CH:15]1[CH:14]=[CH:13][C:12]([CH2:11][O:10][C:4]2[C:5]3[NH:9][C:18]([NH:8][C:6]=3[N:7]=[C:2]([NH2:1])[N:3]=2)=[O:19])=[CH:17][CH:16]=1. Procedure: 2,4,5-Triamino-6-benzyloxypyrimidine (Pfleiderer et al., Chem. Ber., 94, 12-18 (1961)) (1.85 g, 8 mmol) and 1,1'-carbonyldiimidazole (1.30 g, 8 mmol) were dissolved in anhydrous N,N-dimethylformamide (5 mL) under argon. The solution was stirred at room temperature overnight and was mixed with water (200 mL) to precipitate a white solid. The solid was collected by filtration, and dissolved in 250 mL of aqueous 2N NaOH solution. Undissolved material was removed by filtration, and the filtrate was ... The reactants are C(C)OC(CC1=C(NC(C=2C3=C(C=CC12)N=C(N3C)NC3=C(C=CC=C3Cl)Cl)=O)C)=O (2-(2,6-Dichlorophenylamino)-1,7-dimethyl-9-oxo-1,8-dihydro-imidazo[4,5-h]isoquinolin-6-yl acetic acid ethyl ester), [H-].[Al+3].[Li+].[H-].[H-].[H-] (lithium aluminum hydride), Cl (HCl), C(C)(=O)OCC (Ethyl acetate). Solvent: C1CCOC1 (THF), O (water). Reaction conditions: time 30 minute. Yields the product ClC1=C(C(=CC=C1)Cl)NC=1N(C2=C(C=CC=3C(=C(NC(C23)=O)C)CCO)N1)C (2-(2,6-Dichlorophenylamino)-1,7-dimethyl-6-(2-hydroxyethyl)-1,8-dihydro-imidazo[4,5-h]isoquinoline-9-one). Isolated yield 71.9%. Reaction SMILES: C([O:3][C:4](=O)[CH2:5][C:6]1[C:15]2[CH:14]=[CH:13][C:12]3[N:16]=[C:17]([NH:20][C:21]4[C:26]([Cl:27])=[CH:25][CH:24]=[CH:23][C:22]=4[Cl:28])[N:18]([CH3:19])[C:11]=3[C:10]=2[C:9](=[O:29])[NH:8][C:7]=1[CH3:30])C.[H-].[Al+3].[Li+].[H-].[H-].[H-].C(OCC)(=O)C.Cl>C1COCC1.O>[Cl:27][C:26]1[CH:25]=[CH:24][CH:23]=[C:22]([Cl:28])[C:21]=1[NH:20][C:17]1[N:18]([CH3:19])[C:11]2[C:10]3[C:9](=[O:29])[NH:8][C:7]([CH3:30])=[C:6]([CH2:5][CH2:4][OH:3])[C:15]=3[CH:14]=[CH:13][C:12]=2[N:16]=1 |f:1.2.3.4.5.6|. Procedure details: To a stirred solution of the product of Example 9 (25 mg, 0.05 mmol), in THF (2 mL), under nitrogen, was added a solution of lithium aluminum hydride (1M in THF, 0.25 mL, 0.25 mmol). The mixture was stirred for 30 min at room temperature. Ethyl acetate was added, followed by water, and then acidified with 1N HCl. The whole mixture was applied to a Varian SCX cartridge, and washed in turn with 1N HCl, water, acetone, MeOH, and MeOH/CH2Cl2 (1:1). The product was then eluted with MeOH/CH2Cl2/NH4OH ... The reactants are [OH-].[Na+] (NaOH), Cl.Cl.CN1CC2=CC(=CC=C2C2(C1)CC2)N (2′-methyl-2′,3′-dihydro-1′H-spiro[cyclopropane-1,4′-isoquinolin]-7′-amine dihydrochloride), CO (Methanol). Run in C(Cl)(Cl)Cl (chloroform). Reaction conditions: time 5 minute. Yields the product CN1CC2=CC(=CC=C2C2(C1)CC2)N (2′-methyl-2′,3′-dihydro-1′H-spiro[cyclopropane-1,4′-isoquinolin]-7′-amine). Isolated yield 102.3%. RXN SMILES: Cl.Cl.[CH3:3][N:4]1[CH2:13][C:12]2([CH2:15][CH2:14]2)[C:11]2[C:6](=[CH:7][C:8]([NH2:16])=[CH:9][CH:10]=2)[CH2:5]1.[OH-].[Na+].CO>C(Cl)(Cl)Cl>[CH3:3][N:4]1[CH2:13][C:12]2([CH2:15][CH2:14]2)[C:11]2[C:6](=[CH:7][C:8]([NH2:16])=[CH:9][CH:10]=2)[CH2:5]1 |f:0.1.2,3.4|. Procedure: To a stirred suspension of 2′-methyl-2′,3′-dihydro-1′H-spiro[cyclopropane-1,4′-isoquinolin]-7′-amine dihydrochloride (1.90 kg, 7.27 mol, 1.09 eq.) in chloroform (19 L) at room temperature was added 5 N NaOH (3.8 L), and the mixture was stirred for 5 minutes. The chloroform layer was separated and the aqueous layer was extracted with chloroform (9.5 L). Combined chloroform layers were washed with 5% aqueous NaCl (9.5 L), then dried over anhydrous sodium sulfate (3.8 kg) for 1 hour. Sodium sulfate...